This data is from the Open Reaction Database (ORD), a public repository of structured organic reaction records. The task is: describe an organic reaction: reactants, conditions, products, and yield Reactants: C(C)OC(C(=O)C1=COCC1)=O (Ethyl-2-(4,5-dihydrofuran-3-yl)-2-oxoacetate), O1CCCC1 (tetrahydrofuran), BrN1C(CCC1=O)=O (N-bromosuccinimide). Run in CO (Methanol). Conditions: temperature -2.5 celsius, time 12 hour. The product is C(C)OC(C(=O)C1(C(OCC1)OC)Br)=O (ethyl-2-(3-bromo-2-methoxytetrahydrofuran-3-yl)-2-oxoacetate). RXN SMILES: [CH2:1]([O:3][C:4](=[O:12])[C:5]([C:7]1[CH2:11][CH2:10][O:9][CH:8]=1)=[O:6])[CH3:2].[Br:13]N1C(=O)CCC1=O.[O:21]1[CH2:25]CCC1>CO>[CH2:1]([O:3][C:4](=[O:12])[C:5]([C:7]1([Br:13])[CH2:11][CH2:10][O:9][CH:8]1[O:21][CH3:25])=[O:6])[CH3:2]. Reported procedure: Ethyl-2-(4,5-dihydrofuran-3-yl)-2-oxoacetate (45 g) was dissolved in tetrahydrofuran (225 ml) and Methanol (45 ml). The reaction mass was cooled to −5 to 0° C. N-bromosuccinimide (47 g) was added lot wise by maintaining temp below 0° C. Reaction mass was then stirred at 20-25° C. for 12 hrs. Reaction mass was concentrated to residue under vacuum at 40° C. Residue was dissolved in Ethyl acetate (450 ml) and washed with sodium sulphite solution (10%, 2×135 ml). Reaction mass was then concentrated ... The reactants are aqueous solution, [Cl-].[Li+] (lithium chloride), [Na] (sodium), [N+](=O)([O-])C1=C(C(C(=O)O)=CC=C1)O (3-nitrosalicylic acid), CI (methyl iodide). Solvent: CN(C=O)C (N,N-dimethylformamide). The product is [N+](=O)([O-])C1=C(C(C(=O)OC)=CC=C1)O (methyl 3-nitrosalicylate). As a reaction SMILES: [Na].[N+:2]([C:5]1[CH:13]=[CH:12][CH:11]=[C:7]([C:8]([OH:10])=[O:9])[C:6]=1[OH:14])([O-:4])=[O:3].[CH3:15]I.[Cl-].[Li+]>CN(C)C=O>[N+:2]([C:5]1[CH:13]=[CH:12][CH:11]=[C:7]([C:8]([O:10][CH3:15])=[O:9])[C:6]=1[OH:14])([O-:4])=[O:3] |f:3.4,^1:0|. Reported procedure: In a flask are placed 5.0 g (0.024 mole) of the sodium salt of 3-nitrosalicylic acid, 3.58g (0.0252 mole) of methyl iodide, and 40 mL of N,N-dimethylformamide. This mixture is stirred at ambient temperature for approximately sixteen hours. At the conclusion of this period 200 mL of a 10% aqueous solution of lithium chloride is added to the reaction mixture. This mixture is extracted three times with ethyl acetate. The combined extracts are washed with 200 mL of the 10% aqueous solution of lithiu...